This data is from the Open Reaction Database (ORD), a public repository of structured organic reaction records. The task is: describe an organic reaction: reactants, conditions, products, and yield Conditions: time 3 hour. Product: C1NCCC2=CC(=CC=C12)C=1C=C(C(=O)N)C=CC1 (3-(1,2,3,4-tetrahydro-6-isoquinolinyl)benzamide). Reported procedure: To a solution of 1,1-dimethylethyl 6-[3-(aminocarbonyl)phenyl]-3,4-dihydro-2(1H)-isoquinolinecarboxylate (0.725 g; 2.20 mmol; I-VII-9) and Et3SiH (0.88 mL; 5.5 mmol) in CH2Cl2 (25 mL) at room temperature was added TFA (10 mL) in one portion. The mixture was aged 3 h and concentrated in vacuo (2×PhMe chase). The residue was partitioned between satd Na2CO3/CHCl3 (Note 1), layers were separated and the aqueous layer was extracted with CHCl3 (×4). Combined organics were washed (water, brine), dried ... RXN SMILES: [NH2:1][C:2]([C:4]1[CH:5]=[C:6]([C:10]2[CH:11]=[C:12]3[C:17](=[CH:18][CH:19]=2)[CH2:16][N:15](C(OC(C)(C)C)=O)[CH2:14][CH2:13]3)[CH:7]=[CH:8][CH:9]=1)=[O:3].[SiH](CC)(CC)CC.C(O)(C(F)(F)F)=O>C(Cl)Cl>[CH2:16]1[C:17]2[C:12](=[CH:11][C:10]([C:6]3[CH:5]=[C:4]([CH:9]=[CH:8][CH:7]=3)[C:2]([NH2:1])=[O:3])=[CH:19][CH:18]=2)[CH2:13][CH2:14][NH:15]1. The reactants are NC(=O)C=1C=C(C=CC1)C=1C=C2CCN(CC2=CC1)C(=O)OC(C)(C)C (1,1-dimethylethyl 6-[3-(aminocarbonyl)phenyl]-3,4-dihydro-2(1H)-isoquinolinecarboxylate), [SiH](CC)(CC)CC (Et3SiH), C(=O)(C(F)(F)F)O (TFA). Solvent: C(Cl)Cl (CH2Cl2).